Dataset: the Open Reaction Database (ORD), a public repository of structured organic reaction records. Task: describe an organic reaction: reactants, conditions, products, and yield Starting materials: FC1=CC=C(CNC(=O)C2(C3=CC=CC=C3C=3C=CC=CC23)CCCCBr)C=C1 (9-(4-bromo-butyl)-9H-fluorene-9-carboxylic acid-4-fluoro-benzylamide), C[C@@H]1CN(C[C@@H](N1)C)C1=NC2=C(N1C)C=CC=C2 (2-(cis-3,5-dimethyl-piperazin-1-yl)-1-methyl-1H-benzimidazole). Product: FC1=CC=C(CNC(=O)C2(C3=CC=CC=C3C=3C=CC=CC23)CCCCN2[C@H](CN(C[C@H]2C)C2=NC3=C(N2C)C=CC=C3)C)C=C1 (9-{4-[cis-2,6-dimethyl-4-(1-methyl-1H-benzimidazol-2-yl)-piperazin-1-yl]-butyl}-9H-fluorene-9-carboxylic acid-4-fluoro-benzylamide). As a reaction SMILES: [F:1][C:2]1[CH:29]=[CH:28][C:5]([CH2:6][NH:7][C:8]([C:10]2([CH2:23][CH2:24][CH2:25][CH2:26]Br)[C:22]3[CH:21]=[CH:20][CH:19]=[CH:18][C:17]=3[C:16]3[C:11]2=[CH:12][CH:13]=[CH:14][CH:15]=3)=[O:9])=[CH:4][CH:3]=1.[CH3:30][C@H:31]1[NH:36][C@@H:35]([CH3:37])[CH2:34][N:33]([C:38]2[N:42]([CH3:43])[C:41]3[CH:44]=[CH:45][CH:46]=[CH:47][C:40]=3[N:39]=2)[CH2:32]1>>[F:1][C:2]1[CH:29]=[CH:28][C:5]([CH2:6][NH:7][C:8]([C:10]2([CH2:23][CH2:24][CH2:25][CH2:26][N:36]3[C@H:35]([CH3:37])[CH2:34][N:33]([C:38]4[N:42]([CH3:43])[C:41]5[CH:44]=[CH:45][CH:46]=[CH:47][C:40]=5[N:39]=4)[CH2:32][C@@H:31]3[CH3:30])[C:22]3[CH:21]=[CH:20][CH:19]=[CH:18][C:17]=3[C:16]3[C:11]2=[CH:12][CH:13]=[CH:14][CH:15]=3)=[O:9])=[CH:4][CH:3]=1. Procedure: Prepared analogously to Example 42 from 9-(4-bromo-butyl)-9H-fluorene-9-carboxylic acid-4-fluoro-benzylamide and 2-(cis-3,5-dimethyl-piperazin-1-yl)-1-methyl-1H-benzimidazole.